This data is from the Open Reaction Database (ORD), a public repository of structured organic reaction records. The task is: describe an organic reaction: reactants, conditions, products, and yield The reactants are [BH4-].[Na+] (NaBH4), CN1C(C(C(C2=CC=CC=C12)=O)(C)C)=O (1,3,3-Trimethyl-1H-quinoline-2,4-dione), Cl (HCl). Run in CCO (EtOH). Conditions: time 1 hour. Yields the product OC1C(C(N(C2=CC=CC=C12)C)=O)(C)C (4-Hydroxy-1,3,3-trimethyl-3,4-dihydro-1H-quinolin-2-one). Isolated yield 82.0%. Reaction SMILES: [BH4-].[Na+].[CH3:3][N:4]1[C:13]2[C:8](=[CH:9][CH:10]=[CH:11][CH:12]=2)[C:7](=[O:14])[C:6]([CH3:16])([CH3:15])[C:5]1=[O:17].Cl>CCO>[OH:14][CH:7]1[C:8]2[C:13](=[CH:12][CH:11]=[CH:10][CH:9]=2)[N:4]([CH3:3])[C:5](=[O:17])[C:6]1([CH3:16])[CH3:15] |f:0.1|. Reported procedure: NaBH4 (excess amount) is added to a solution of 1,3,3-Trimethyl-1H-quinoline-2,4-dione (330 mg, 1.62 mmol) in EtOH (8 mL) at 0° C. The resulting mixture is slowly warmed up to room temperature. After 1 h, HCl (10%, 3 mL) is added dropwise. The solvent is removed under vacuum, the residue is dissolved into ether and washed with water, brine, and dried over anhydrous Na2SO4. After concentration, the title compound is yielded (275 mg, 82% yield). Starting materials: CC1(OCCO1)C=1SC(=CN1)CN1N=CC(=C1)N (1-[2-(2-methyl-[1,3]dioxolan-2-yl)-thiazol-5-ylmethyl]-1H-pyrazol-4-ylamine), C1(=CC=CC=C1)C1=C(N=CO1)C(=O)O (5-phenyl-oxazole-4-carboxylic acid). Yields the product C(C)(=O)C=1SC(=CN1)CN1N=CC(=C1)NC(=O)C=1N=COC1C1=CC=CC=C1 (5-Phenyl-oxazole-4-carboxylic acid [1-(2-acetyl-thiazol-5-ylmethyl)-1H-pyrazol-4-yl]-amide). Reaction SMILES: [CH3:1][C:2]1([C:7]2[S:8][C:9]([CH2:12][N:13]3[CH:17]=[C:16]([NH2:18])[CH:15]=[N:14]3)=[CH:10][N:11]=2)[O:6]CCO1.[C:19]1([C:25]2[O:29][CH:28]=[N:27][C:26]=2[C:30](O)=[O:31])[CH:24]=[CH:23][CH:22]=[CH:21][CH:20]=1>>[C:2]([C:7]1[S:8][C:9]([CH2:12][N:13]2[CH:17]=[C:16]([NH:18][C:30]([C:26]3[N:27]=[CH:28][O:29][C:25]=3[C:19]3[CH:20]=[CH:21][CH:22]=[CH:23][CH:24]=3)=[O:31])[CH:15]=[N:14]2)=[CH:10][N:11]=1)(=[O:6])[CH3:1]. Procedure: Following general procedure B followed by C, starting from 1-[2-(2-methyl-[1,3]dioxolan-2-yl)-thiazol-5-ylmethyl]-1H-pyrazol-4-ylamine and 5-phenyl-oxazole-4-carboxylic acid. LC-MS-conditions 02: tR=0.98 min; [M+H]+=393.91. Starting materials: CCCc1nc(C)c(Br)c(=O)n1Cc1ccc(-c2ccccc2C#N)cc1, O=C([O-])[O-], C1COCCO1, CCOC(C)=O, CC(C)Oc1ccc(B(O)O)cc1, [Cs+], [Cs+]. Yields the product CCCc1nc(C)c(-c2ccc(OC(C)C)cc2)c(=O)n1Cc1ccc(-c2ccccc2C#N)cc1. Reaction SMILES: [Br:1][c:2]1[c:3]([CH3:27])[n:4][c:5]([CH2:24][CH2:25][CH3:26])[n:6]([CH2:9][c:10]2[cH:11][cH:12][c:13](-[c:16]3[c:17]([C:22]#[N:23])[cH:18][cH:19][cH:20][cH:21]3)[cH:14][cH:15]2)[c:7]1=[O:8].[C:41](=[O:42])([O-:43])[O-:44].[CH2:47]1[O:48][CH2:49][CH2:50][O:51][CH2:52]1.[CH3:53][CH2:54][O:55][C:56](=[O:57])[CH3:58].[CH:28]([CH3:29])([CH3:30])[O:31][c:32]1[cH:33][cH:34][c:35]([B:38]([OH:39])[OH:40])[cH:36][cH:37]1.[Cs+:45].[Cs+:46]>>[c:2]1(-[c:35]2[cH:34][cH:33][c:32]([O:31][CH:28]([CH3:29])[CH3:30])[cH:37][cH:36]2)[c:3]([CH3:27])[n:4][c:5]([CH2:24][CH2:25][CH3:26])[n:6]([CH2:9][c:10]2[cH:11][cH:12][c:13](-[c:16]3[c:17]([C:22]#[N:23])[cH:18][cH:19][cH:20][cH:21]3)[cH:14][cH:15]2)[c:7]1=[O:8]. The reactants are C1CCOC1, Oc1ccc(F)cc1, CCOC(=O)N=NC(=O)OCC, N#Cc1ccc(N2CCN3CC(CO)CC3C2)cc1, c1ccc(P(c2ccccc2)c2ccccc2)cc1. The product is N#Cc1ccc(N2CCN3CC(COc4ccc(F)cc4)CC3C2)cc1. As a reaction SMILES: [CH2:59]1[O:60][CH2:61][CH2:62][CH2:63]1.[F:20][c:21]1[cH:22][cH:23][c:24]([OH:27])[cH:25][cH:26]1.[O:47]=[C:48]([O:49][CH2:50][CH3:51])[N:52]=[N:53][C:54]([O:55][CH2:56][CH3:57])=[O:58].[OH:1][CH2:2][CH:3]1[CH2:4][CH:5]2[N:6]([CH2:7][CH2:8][N:9]([c:11]3[cH:12][cH:13][c:14]([C:17]#[N:18])[cH:15][cH:16]3)[CH2:10]2)[CH2:19]1.[c:28]1([P:29]([c:30]2[cH:31][cH:32][cH:33][cH:34][cH:35]2)[c:36]2[cH:37][cH:38][cH:39][cH:40][cH:41]2)[cH:42][cH:43][cH:44][cH:45][cH:46]1>>[O:1]([CH2:2][CH:3]1[CH2:4][CH:5]2[N:6]([CH2:7][CH2:8][N:9]([c:11]3[cH:12][cH:13][c:14]([C:17]#[N:18])[cH:15][cH:16]3)[CH2:10]2)[CH2:19]1)[c:24]1[cH:23][cH:22][c:21]([F:20])[cH:26][cH:25]1. The reactants are C(C1=CC=CC=C1)(C1=CC=CC=C1)(C1=CC=CC=C1)N1N=CC(=C1)C=1C(=NC=CC1)N (3-(1-Trityl-1H-pyrazol-4-yl)-pyridin-2-ylamine), Cl (hydrochloric acid), CO (methanol). Solvent: O1CCCC1 (tetrahydrofuran). Reaction conditions: temperature 70 celsius, time 30 minute. Product: N1N=CC(=C1)C=1C(=NC=CC1)N (3-(1H-Pyrazol-4-yl)-pyridin-2-ylamine). Yield: 68.3%. RXN SMILES: C([N:20]1[CH:24]=[C:23]([C:25]2[C:26]([NH2:31])=[N:27][CH:28]=[CH:29][CH:30]=2)[CH:22]=[N:21]1)(C1C=CC=CC=1)(C1C=CC=CC=1)C1C=CC=CC=1.Cl.CO>O1CCCC1>[NH:20]1[CH:24]=[C:23]([C:25]2[C:26]([NH2:31])=[N:27][CH:28]=[CH:29][CH:30]=2)[CH:22]=[N:21]1. Procedure details: 3-(1-Trityl-1H-pyrazol-4-yl)-pyridin-2-ylamine (2.3 g, 5.71 mmol) described in Manufacturing Example 32-1-3, 2 N hydrochloric acid (15 mL), methanol (15 mL) and tetrahydrofuran (10 mL) were stirred for 30 minutes at 70° C. The reaction solution was allowed to room temperature, and partitioned into water and ethyl acetate. Saturated sodium bicarbonate solution was added to the separated aqueous layer, which was then extracted with ethyl acetate 6 times. The ethyl acetate layers were combined and ... RXN SMILES: [O:1]=[C:2]1[N:10]([CH2:11][O:12][CH2:13][CH2:14][Si:15]([CH3:18])([CH3:17])[CH3:16])[C:5]2=[N:6][CH:7]=[CH:8][CH:9]=[C:4]2[C:3]21[O:29][C:21]1=[N:22][CH:23]=[C:24]([C:26]([OH:28])=O)[CH:25]=[C:20]1[CH2:19]2.[NH2:30][C@H:31]1[CH2:36][C@@H:35]([C:37]2[CH:42]=[CH:41][CH:40]=[CH:39][CH:38]=2)[C@@H:34]([CH3:43])[N:33]([CH2:44][C:45]([F:48])([F:47])[F:46])[C:32]1=[O:49].Cl.N[C@H]1C[C@@H](C2C=CC=CC=2)[C@@H](C)N(CC(F)(F)F)C1=O.C(N(CC)C(C)C)(C)C.Cl.C(N=C=NCCCN(C)C)C.C1C=CC2N(O)N=NC=2C=1>CN(C=O)C>[CH3:43][C@H:34]1[N:33]([CH2:44][C:45]([F:48])([F:46])[F:47])[C:32](=[O:49])[C@@H:31]([NH:30][C:26]([C:24]2[CH:25]=[C:20]3[CH2:19][C:3]4([C:4]5[C:5](=[N:6][CH:7]=[CH:8][CH:9]=5)[N:10]([CH2:11][O:12][CH2:13][CH2:14][Si:15]([CH3:17])([CH3:18])[CH3:16])[C:2]4=[O:1])[O:29][C:21]3=[N:22][CH:23]=2)=[O:28])[CH2:36][C@H:35]1[C:37]1[CH:42]=[CH:41][CH:40]=[CH:39][CH:38]=1 |f:2.3,5.6|. Yields the product C[C@@H]1[C@@H](C[C@@H](C(N1CC(F)(F)F)=O)NC(=O)C=1C=C2C(=NC1)OC1(C(N(C3=NC=CC=C31)COCC[Si](C)(C)C)=O)C2)C2=CC=CC=C2 (N-((3S,5S,6R)-6-Methyl-2-oxo-5-phenyl-1-(2,2,2-trifluoroethyl)piperidin-3-yl)-2′-oxo-1′-((2-(trimethylsilyl)ethoxy)methyl)-1′,2′-dihydro-3H-spiro[furo[2,3-b]pyridine-2,3′-pyrrolo[2,3-b]pyridine]-5-carboxamide). Reactants: O=C1C2(C=3C(=NC=CC3)N1COCC[Si](C)(C)C)CC=1C(=NC=C(C1)C(=O)O)O2 (2′-oxo-1′-((2-(trimethylsilyl)ethoxy)methyl)-1′,2′-dihydro-3H-spiro[furo[2,3-b]pyridine-2,3′-pyrrolo[2,3-b]pyridine]-5-carboxylic acid), Intermediate 5, N[C@@H]1C(N([C@@H]([C@@H](C1)C1=CC=CC=C1)C)CC(F)(F)F)=O ((3S,5S,6R)-3-amino-6-methyl-5-phenyl-1-(2,2,2-trifluoroethyl)piperidin-2-one), Cl.N[C@@H]1C(N([C@@H]([C@@H](C1)C1=CC=CC=C1)C)CC(F)(F)F)=O ((3S,5S,6R)-3-amino-6-methyl-5-phenyl-1-(2,2,2-trifluoroethyl)piperidin-2-one hydrochloride), C(C)(C)N(C(C)C)CC (N,N-diisopropylethylamine), Cl.C(C)N=C=NCCCN(C)C (1-ethyl-3-(3-dimethylaminopropyl) carbodiimide hydrochloride), C=1C=CC2=C(C1)N=NN2O (HOBT). Procedure details: A mixture of 2′-oxo-1′-((2-(trimethylsilyl)ethoxy)methyl)-1′,2′-dihydro-3H-spiro[furo[2,3-b]pyridine-2,3′-pyrrolo[2,3-b]pyridine]-5-carboxylic acid, (described in Intermediate 5) (0.095 g, 0.23 mmol), (3S,5S,6R)-3-amino-6-methyl-5-phenyl-1-(2,2,2-trifluoroethyl)piperidin-2-one, (described in Intermediate 1) (0.098 g, 0.35 mmol), N,N-diisopropylethylamine (0.12 mL, 0.69 mmol), 1-ethyl-3-(3-dimethylaminopropyl) carbodiimide hydrochloride (0.065 g, 0.35 mmol) and HOBT (0.015 g, 0.12 mmol) in DMF (3... Solvent: CN(C)C=O (DMF). Conditions: temperature 0 celsius, time 15 minute. Reactants: OC1=NC=C(C=C1)C(=O)OC (methyl 2-hydroxypyridine-5-carboxylate), CC(C)OC(=O)/N=N/C(=O)OC(C)C (DIAD), C(C)(C)(C)OC(=O)N1[C@H](CO)CCC1 (N-tert-butoxycarbonylprolinol), C1=CC=C(C=C1)P(C2=CC=CC=C2)C3=CC=CC=C3 (Ph3P). Run in C1CCOC1 (THF). Run at temperature 70 celsius, time 6 hour. The product is C(C)(C)(C)OC(=O)N1C(CCC1)COC1=NC=C(C=C1)C(=O)OC (methyl 2-[[1-(tert-butoxycarbonyl)-2-pyrrolidinyl]methoxy]pyridine-5-carboxylate). Isolated yield 44.3%. As a reaction SMILES: [OH:1][C:2]1[CH:7]=[CH:6][C:5]([C:8]([O:10][CH3:11])=[O:9])=[CH:4][N:3]=1.[C:12]([O:16][C:17]([N:19]1[CH2:25][CH2:24][CH2:23][C@H:20]1[CH2:21]O)=[O:18])([CH3:15])([CH3:14])[CH3:13].C1C=CC(P(C2C=CC=CC=2)C2C=CC=CC=2)=CC=1.CC(OC(/N=N/C(OC(C)C)=O)=O)C>C1COCC1>[C:12]([O:16][C:17]([N:19]1[CH2:25][CH2:24][CH2:23][CH:20]1[CH2:21][O:1][C:2]1[CH:7]=[CH:6][C:5]([C:8]([O:10][CH3:11])=[O:9])=[CH:4][N:3]=1)=[O:18])([CH3:15])([CH3:13])[CH3:14]. Procedure details: To a stirred solution of methyl 2-hydroxypyridine-5-carboxylate (269.8 mg, 1.762 mmol), N-tert-butoxycarbonylprolinol (354.6 mg, 1.762 mmol), and Ph3P (554.6 mg, 2.114 mmol) in THF (10 mL) was slowly added DIAD (0.42 mL, 2.114 mmol) at room temp, and the resulting mixture was stirred for 6 hr at 70° C. The reaction mixture was concentrated and the residue was chromatographed on silica-gel with n-hexane:EtOAc (5:1, v/v) as eluent to give 262.5 mg (44%) methyl 2-[[1-(tert-butoxycarbonyl)-2-pyrroli... The reactants are COC=1C=C(C=CC1N1C=NC(=C1)C)N (3-methoxy-4-(4-methyl-imidazol-1-yl)-phenylamine), ClC1=CC(=CC(=N1)NC1=CC(=C(C=C1)N1C=NC(=C1)C)OC)C(F)(F)F ((6-chloro-4-trifluoromethyl-pyridin-2-yl)-[3-methoxy-4-(4-methyl-imidazol-1-yl)-phenyl]-amine). Product: COC=1C=C(C=CC1N1C=NC(=C1)C)NC1=NC(=CC(=C1)C(F)(F)F)NC1=CC(=C(C=C1)N1C=NC(=C1)C)OC (N,N′-Bis-[3-methoxy-4-(4-methyl-imidazol-1-yl)-phenyl]-4-trifluoromethyl-pyridine-2,6-diamine), solid. Yield: 18.0%. Reaction SMILES: [CH3:1][O:2][C:3]1[CH:4]=[C:5]([NH2:15])[CH:6]=[CH:7][C:8]=1[N:9]1[CH:13]=[C:12]([CH3:14])[N:11]=[CH:10]1.Cl[C:17]1[N:22]=[C:21]([NH:23][C:24]2[CH:29]=[CH:28][C:27]([N:30]3[CH:34]=[C:33]([CH3:35])[N:32]=[CH:31]3)=[C:26]([O:36][CH3:37])[CH:25]=2)[CH:20]=[C:19]([C:38]([F:41])([F:40])[F:39])[CH:18]=1>>[CH3:1][O:2][C:3]1[CH:4]=[C:5]([NH:15][C:17]2[CH:18]=[C:19]([C:38]([F:39])([F:40])[F:41])[CH:20]=[C:21]([NH:23][C:24]3[CH:29]=[CH:28][C:27]([N:30]4[CH:34]=[C:33]([CH3:35])[N:32]=[CH:31]4)=[C:26]([O:36][CH3:37])[CH:25]=3)[N:22]=2)[CH:6]=[CH:7][C:8]=1[N:9]1[CH:13]=[C:12]([CH3:14])[N:11]=[CH:10]1. Procedure: Prepared in analogy to example 62 from 3-methoxy-4-(4-methyl-imidazol-1-yl)-phenylamine and (6-chloro-4-trifluoromethyl-pyridin-2-yl)-[3-methoxy-4-(4-methyl-imidazol-1-yl)-phenyl]-amine. The title compound was obtained as a yellowish solid (Yield=18%). MS ISP (m/e): 550.4 (100) [(M+H)+]. 1H NMR (CDCl3, 300 MHz): δ (ppm)=7.63 (d, 2H), 7.24 (d, 2H), 7.15 (d, 2H), 6.88 (s, 2H), 6.66 (s, 2H), 6.50 (s, 2H), 3.73 (s, 6H), 2.30 (, 6H). Starting materials: N1=CC=CC=2NC(CCCC21)=O (5,7,8,9-tetrahydro-6H-pyrido[3,2-b]azepine-6-one), [H-].[Al+3].[Li+].[H-].[H-].[H-] (lithium aluminum hydride), CO (methanol). Run in O1CCCC1 (tetrahydrofuran). Yields the product N1=CC=CC=2NCCCCC21 (6,7,8,9-Tetrahydro-5H-pyrido[3,2-b]azepine). Isolated yield 70.9%. As a reaction SMILES: [N:1]1[C:11]2[CH2:10][CH2:9][CH2:8][C:7](=O)[NH:6][C:5]=2[CH:4]=[CH:3][CH:2]=1.[H-].[Al+3].[Li+].[H-].[H-].[H-].CO>O1CCCC1>[N:1]1[C:11]2[CH2:10][CH2:9][CH2:8][CH2:7][NH:6][C:5]=2[CH:4]=[CH:3][CH:2]=1 |f:1.2.3.4.5.6|. Procedure: A mixture of 1.56 g of 5,7,8,9-tetrahydro-6H-pyrido[3,2-b]azepine-6-one, 3.31 g of lithium aluminum hydride in 40 ml of tetrahydrofuran is refluxed for 4 hours. The mixture is cooled (0° C.) and 25 ml of methanol is added dropwise. The mixture is filtered through diatomaceous earth, the filter cake washed with tetrahydrofuran and the filtrate concentrated to dryness under vacuum. Water (50 ml) is added to the residue and the mixture extracted with diethyl ether. The extract is dried (Na2 SO4) an... Starting materials: ClC1=C(C=CC=C1)C1=NC(C=2N(C3=C1C=C(S3)CCC(=O)O)C(=NN2)C)C (3-[4-(2-chlorophenyl)-6,9-dimethyl-6H-thieno[3,2-f][1,2,4]triazolo[4,3-a][1,4]diazepin-2-yl]propionic acid), ON1N=NC2=C1C=CC=C2 (N-hydroxybenzotriazole), N1CCCCC1 (piperidine), C1(CCCCC1)N=C=NC1CCCCC1 (dicyclohexyl carbodiimide). Solvent: CN(C=O)C (dimethylformamide). Run at time 10 minute. Yields the product ClC1=C(C=CC=C1)C1=NC(C=2N(C3=C1C=C(S3)CCC(=O)N3CCCCC3)C(=NN2)C)C (3-[4-(2-chlorophenyl)-6,9-dimethyl-6H-thieno[3,2-f][1,2,4 ]triazolo[4,3-a][1,4]diazepin-2-yl]propionic acid piperidide). The yield is 70.1%. As a reaction SMILES: [Cl:1][C:2]1[CH:7]=[CH:6][CH:5]=[CH:4][C:3]=1[C:8]1[C:14]2[CH:15]=[C:16]([CH2:18][CH2:19][C:20]([OH:22])=O)[S:17][C:13]=2[N:12]2[C:23]([CH3:26])=[N:24][N:25]=[C:11]2[CH:10]([CH3:27])[N:9]=1.O[N:29]1[C:33]2C=[CH:35][CH:36]=[CH:37][C:32]=2N=N1.N1CCCCC1.C1(N=C=NC2CCCCC2)CCCCC1>CN(C)C=O>[Cl:1][C:2]1[CH:7]=[CH:6][CH:5]=[CH:4][C:3]=1[C:8]1[C:14]2[CH:15]=[C:16]([CH2:18][CH2:19][C:20]([N:29]3[CH2:35][CH2:36][CH2:37][CH2:32][CH2:33]3)=[O:22])[S:17][C:13]=2[N:12]2[C:23]([CH3:26])=[N:24][N:25]=[C:11]2[CH:10]([CH3:27])[N:9]=1. Procedure details: To a solution of 1.1 g of 3-[4-(2-chlorophenyl)-6,9-dimethyl-6H-thieno[3,2-f][1,2,4]triazolo[4,3-a][1,4]diazepin-2-yl]propionic acid in 15 ml of dimethylformamide are added 0.4 g of N-hydroxybenzotriazole and 0.25 g of piperidine and stirred at room temperature for 10 minutes. To the mixture is added 0.65 g of dicyclohexyl carbodiimide under ice-cooling and stirred for 1 hour and furthermore stirred at room temperature for 20 hours. The resulting dicyclohexylurea is filtered off and to the filtr...